describe an organic reaction: reactants, conditions, products, and yield From a dataset of the Open Reaction Database (ORD), a public repository of structured organic reaction records. Reactants: OC1C#CC=CC#CC2(CCC=C1C2=O)O[Si](C)(C)C(C)(C)C (8-hydroxy-1-[(t-butyldimethylsilyl)oxy]-bicylo[7.3.1]trideca-4,9-diene-2,6-diyn-13-one), imidate, FC(S(=O)(=O)O)(F)F (trifluoromethanesulfonic acid), C(C)(=O)OCC (ethyl acetate). Run in CCOCC (ether). Yields the product COC(=O)CC1=CC=C(COC2C#CC=CC#CC3(CCC=C2C3=O)O[Si](C)(C)C(C)(C)C)C=C1 (8-[4-[(methoxycarbonyl)methyl]benzyloxy]-1-[(t-butyldimethylsilyl)oxy]-bicyclo [7.3.1 ]trideca-4,9-diene-2,6-diyn-13-one), alcohol. Yield: 37.0%. Reaction SMILES: [OH:1][CH:2]1[C:13]2[C:14](=[O:15])[C:9]([O:16][Si:17]([C:20]([CH3:23])([CH3:22])[CH3:21])([CH3:19])[CH3:18])([CH2:10][CH2:11][CH:12]=2)[C:8]#[C:7][CH:6]=[CH:5][C:4]#[C:3]1.FC(F)(F)S(O)(=O)=O.[C:32]([O:35][CH2:36]C)(=[O:34])[CH3:33]>CCOCC>[CH3:36][O:35][C:32]([CH2:33][C:12]1[CH:13]=[CH:14][C:9]([CH2:8][O:1][CH:2]2[C:13]3[C:14](=[O:15])[C:9]([O:16][Si:17]([C:20]([CH3:23])([CH3:22])[CH3:21])([CH3:18])[CH3:19])([CH2:10][CH2:11][CH:12]=3)[C:8]#[C:7][CH:6]=[CH:5][C:4]#[C:3]2)=[CH:10][CH:11]=1)=[O:34]. Procedure: To a solution of the alcohol 6 (208 mg., 0.63 mmol) and imidate 7 (300 mg, 0.92 mmol) in 5 mL of anhydrous ether was added trifluoromethanesulfonic acid (25 μL, 0.28 mmol). The solution was diluted with ethyl acetate and washed with saturated bicarbonate. The organic fraction was dried over MgSO4, concentrated and the residue chromatographed over silica gel (5:1 hexane/ethyl acetate) to give compound 8a (184 mg, 59%) and 77 mg of recovered alcohol 1 (37%). Starting materials: CCN, CCO, CCOC(C)=O, Nc1ccc(Oc2cc(Cl)ncn2)cc1, O. The product is CCNc1cc(Oc2ccc(N)cc2)ncn1. As a reaction SMILES: [CH3:16][CH2:17][NH2:18].[CH3:19][CH2:20][OH:21].[CH3:23][CH2:24][O:25][C:26]([CH3:27])=[O:28].[Cl:1][c:2]1[cH:3][c:4]([O:8][c:9]2[cH:10][cH:11][c:12]([NH2:13])[cH:14][cH:15]2)[n:5][cH:6][n:7]1.[OH2:22]>>[c:2]1([NH:18][CH2:17][CH3:16])[cH:3][c:4]([O:8][c:9]2[cH:10][cH:11][c:12]([NH2:13])[cH:14][cH:15]2)[n:5][cH:6][n:7]1.